The task is: describe an organic reaction: reactants, conditions, products, and yield. This data is from the Open Reaction Database (ORD), a public repository of structured organic reaction records. Starting materials: C(C1=CC=CC=C1)N1CCN(CC1)C1=C2C=CNC2=CC(=C1)OC (4-(4-benzyl-piperazin-1-yl)-6-methoxy-1H-indole), C(=O)[O-].[NH4+] (ammonium formate). The reagents and catalysts are [Pd] (Pd/C). Run in C(C)O (ethanol). Yields the product COC1=CC(=C2C=CNC2=C1)N1CCNCC1 (6-Methoxy-4-piperazin-1-yl-1H-indole). Yield: 78.6%. RXN SMILES: C([N:8]1[CH2:13][CH2:12][N:11]([C:14]2[CH:22]=[C:21]([O:23][CH3:24])[CH:20]=[C:19]3[C:15]=2[CH:16]=[CH:17][NH:18]3)[CH2:10][CH2:9]1)C1C=CC=CC=1.C([O-])=O.[NH4+]>C(O)C.[Pd]>[CH3:24][O:23][C:21]1[CH:20]=[C:19]2[C:15]([CH:16]=[CH:17][NH:18]2)=[C:14]([N:11]2[CH2:12][CH2:13][NH:8][CH2:9][CH2:10]2)[CH:22]=1 |f:1.2|. Procedure: A mixture of 4-(4-benzyl-piperazin-1-yl)-6-methoxy-1H-indole (0.37 g, 1.1 mmol), 10% Pd/C (0.05 g) and ammonium formate (0.15 g, 2.2 mmol) in ethanol (20 mL) was allowed to reflux for 2 hours. The catalyst was filtered off and the solvent removed under vacuum. Chromatography (10% methanol/methylene chloride plus ammonium hydroxide) afforded 0.2 g (75%) of product as a yellow foam. MS (EI) m/e 231. The reactants are O=Cc1cncn1-c1ccc(Br)cc1, ClCCl, CC[O-], CCO, [K+], CCOC(=O)CN=[N+]=[N-]. Yields the product CCOC(=O)C(=Cc1cncn1-c1ccc(Br)cc1)N=[N+]=[N-]. RXN SMILES: [Br:13][c:14]1[cH:15][cH:16][c:17](-[n:20]2[cH:21][n:22][cH:23][c:24]2[CH:25]=[O:26])[cH:18][cH:19]1.[CH2:1]([Cl:2])[Cl:3].[CH3:27][CH2:28][O-:29].[CH3:31][CH2:32][OH:33].[K+:30].[N:4](=[N+:5]=[N-:6])[CH2:7][C:8](=[O:9])[O:10][CH2:11][CH3:12]>>[N:4](=[N+:5]=[N-:6])[C:7]([C:8](=[O:9])[O:10][CH2:11][CH3:12])=[CH:25][c:24]1[n:20](-[c:17]2[cH:16][cH:15][c:14]([Br:13])[cH:19][cH:18]2)[cH:21][n:22][cH:23]1. Starting materials: Clc1ncnc2[nH]nc(Br)c12, C1CCOC1, CCCCCCC, OC1CCC2(CC1)OCCO2, c1ccc(P(c2ccccc2)c2ccccc2)cc1. Yields the product Clc1ncnc2c1c(Br)nn2C1CCC2(CC1)OCCO2. RXN SMILES: [Br:1][c:2]1[n:3][nH:4][c:5]2[n:6][cH:7][n:8][c:9]([Cl:11])[c:10]12.[CH2:49]1[O:50][CH2:51][CH2:52][CH2:53]1.[CH3:42][CH2:43][CH2:44][CH2:45][CH2:46][CH2:47][CH3:48].[O:12]1[CH2:13][CH2:14][O:15][C:16]12[CH2:17][CH2:18][CH:19]([OH:22])[CH2:20][CH2:21]2.[c:23]1([P:24]([c:25]2[cH:26][cH:27][cH:28][cH:29][cH:30]2)[c:31]2[cH:32][cH:33][cH:34][cH:35][cH:36]2)[cH:37][cH:38][cH:39][cH:40][cH:41]1>>[Br:1][c:2]1[n:3][n:4]([CH:19]2[CH2:18][CH2:17][C:16]3([O:12][CH2:13][CH2:14][O:15]3)[CH2:21][CH2:20]2)[c:5]2[n:6][cH:7][n:8][c:9]([Cl:11])[c:10]12.